This data is from the Open Reaction Database (ORD), a public repository of structured organic reaction records. The task is: describe an organic reaction: reactants, conditions, products, and yield Isolated yield 82.3%. Reaction SMILES: C(O[C@:9]1([C@:29]2([CH3:30])[C@H:15]([C@H:16]3[C@H:26]([CH2:27][CH2:28]2)[C@:24]2([CH3:25])[C:19](=[CH:20][C:21](=[O:31])[CH2:22][CH2:23]2)[CH2:18][CH2:17]3)[CH2:14][CH2:13]1)[C:10](=[O:12])[CH3:11])(=O)CCCCC.C1C=CC(C2C=CC=CC=2)=CC=1.C1C=CC(OC2C=CC=CC=2)=CC=1>>[CH3:11][C:10](=[O:12])[C:9]1[C@:29]2([CH3:30])[C@H:15]([C@H:16]3[C@H:26]([CH2:27][CH2:28]2)[C@:24]2([CH3:25])[C:19](=[CH:20][C:21](=[O:31])[CH2:22][CH2:23]2)[CH2:18][CH2:17]3)[CH2:14][CH:13]=1 |f:1.2|. Procedure details: One gram of 17α-hexanoyloxy-4pregnene-3,20-dione is heated analogously to Example 1 in "Dowtherm" for 80 minutes to 285° C., worked up, separated, and combined. Recrystallization from ethanol yields 600 mg of 4,16-pregnadiene-3,20-dione (83% of theory), m.p. 185°-190° C. The reactants are C(CCCCC)(=O)O[C@]1(C(C)=O)CC[C@H]2[C@@H]3CCC4=CC(CC[C@]4(C)[C@H]3CC[C@]12C)=O (17α-hexanoyloxy-4pregnene-3,20-dione), C1=CC=C(C=C1)C2=CC=CC=C2.C1=CC=C(C=C1)OC2=CC=CC=C2 (Dowtherm). Product: CC(C1=CC[C@H]2[C@@H]3CCC4=CC(CC[C@]4(C)[C@H]3CC[C@]12C)=O)=O (4,16-pregnadiene-3,20-dione).